From a dataset of the Open Reaction Database (ORD), a public repository of structured organic reaction records. describe an organic reaction: reactants, conditions, products, and yield Reactants: B(O)O (boronic acid), BrC=1C=C(C=O)C=CN1 (2-bromoisonicotinaldehyde), S1C=C(C=C1)B(O)O (thiophen-3-ylboronic acid). Product: S1C=C(C=C1)C=1C=C(C=O)C=CN1 (2-(thiophen-3-yl)isonicotinaldehyde). RXN SMILES: B(O)O.Br[C:5]1[CH:6]=[C:7]([CH:10]=[CH:11][N:12]=1)[CH:8]=[O:9].[S:13]1[CH:17]=[CH:16][C:15](B(O)O)=[CH:14]1>>[S:13]1[CH:17]=[CH:16][C:15]([C:5]2[CH:6]=[C:7]([CH:10]=[CH:11][N:12]=2)[CH:8]=[O:9])=[CH:14]1. Procedure: 2-(thiophen-3-yl)isonicotinaldehyde was prepared using the general boronic acid coupling procedure for 2-bromoisonicotinaldehyde and thiophen-3-ylboronic acid (89 mg, 101.8 mg theoretical, 87.4%). LC-MS m/z 190.2 (M+1). Reaction SMILES: [Br:28][CH2:29][c:30]1[n:31][n:32]([C:39](=[O:40])[O:41][C:42]([CH3:43])([CH3:44])[CH3:45])[c:33]2[n:34][cH:35][cH:36][cH:37][c:38]12.[C:22](=[O:23])([O-:24])[O-:25].[Cl:1][c:2]1[c:3]([C:4]#[N:5])[cH:6][c:7]([Cl:21])[cH:8][c:9]1[O:10][c:11]1[c:12]([Cl:20])[cH:13][cH:14][c:15]2[nH:16][n:17][n:18][c:19]12.[Cs+:26].[Cs+:27].[O:46]=[CH:47][N:48]([CH3:49])[CH3:50]>>[Cl:1][c:2]1[c:3]([C:4]#[N:5])[cH:6][c:7]([Cl:21])[cH:8][c:9]1[O:10][c:11]1[c:12]([Cl:20])[cH:13][cH:14][c:15]2[n:16][n:17]([CH2:29][c:30]3[n:31][n:32]([C:39](=[O:40])[O:41][C:42]([CH3:43])([CH3:44])[CH3:45])[c:33]4[n:34][cH:35][cH:36][cH:37][c:38]34)[n:18][c:19]12. The product is CC(C)(C)OC(=O)n1nc(Cn2nc3ccc(Cl)c(Oc4cc(Cl)cc(C#N)c4Cl)c3n2)c2cccnc21. Reactants: CC(C)(C)OC(=O)n1nc(CBr)c2cccnc21, O=C([O-])[O-], N#Cc1cc(Cl)cc(Oc2c(Cl)ccc3[nH]nnc23)c1Cl, [Cs+], [Cs+], CN(C)C=O. RXN SMILES: [CH3:21][n:22]1[cH:23][cH:24][c:25]2[cH:26][cH:27][cH:28][cH:29][c:30]12.[CH3:37][C:38](=[O:39])[OH:40].[NH3:36].[O:1]=[C:2]1[CH2:3][CH2:4][N:5]([CH2:8][CH2:9][CH2:10][n:11]2[c:12](=[O:20])[nH:13][c:14]3[c:15]2[cH:16][cH:17][cH:18][cH:19]3)[CH2:6][CH2:7]1.[P:31](=[O:32])([OH:33])([OH:34])[OH:35]>>[CH:2]1([c:24]2[cH:23][n:22]([CH3:21])[c:30]3[c:25]2[cH:26][cH:27][cH:28][cH:29]3)[CH2:3][CH2:4][N:5]([CH2:8][CH2:9][CH2:10][n:11]2[c:12](=[O:20])[nH:13][c:14]3[c:15]2[cH:16][cH:17][cH:18][cH:19]3)[CH2:6][CH2:7]1. The product is Cn1cc(C2CCN(CCCn3c(=O)[nH]c4ccccc43)CC2)c2ccccc21. The reactants are Cn1ccc2ccccc21, CC(=O)O, N, O=C1CCN(CCCn2c(=O)[nH]c3ccccc32)CC1, O=P(O)(O)O.